From a dataset of the Open Reaction Database (ORD), a public repository of structured organic reaction records. describe an organic reaction: reactants, conditions, products, and yield Reactants: C(=C)C=1C(=CC(=C(C1)NC1CCN(CC1)C1CCOCC1)[N+](=O)[O-])F (N-(5-Ethenyl-4-fluoro-2-nitrophenyl)-1-(tetrahydro-2H-pyran-4-yl)-4-piperidinamine), C(=O)[O-].[NH4+] (ammonium formate). The reagents and catalysts are [Pd] (Pd—C). Run in CO (methanol). Conditions: time 8 hour. The product is NC1=C(C=C(C(=C1)F)CC)NC1CCN(CC1)C1CCOCC1 ((2-Amino-5-ethyl-4-fluorophenyl)-[1-(tetrahydro-2H-pyran-4-yl)-4-piperidinyl]amine). Isolated yield 83.2%. Reaction SMILES: [CH:1]([C:3]1[C:4]([F:25])=[CH:5][C:6]([N+:22]([O-])=O)=[C:7]([NH:9][CH:10]2[CH2:15][CH2:14][N:13]([CH:16]3[CH2:21][CH2:20][O:19][CH2:18][CH2:17]3)[CH2:12][CH2:11]2)[CH:8]=1)=[CH2:2].C([O-])=O.[NH4+]>CO.[Pd]>[NH2:22][C:6]1[CH:5]=[C:4]([F:25])[C:3]([CH2:1][CH3:2])=[CH:8][C:7]=1[NH:9][CH:10]1[CH2:11][CH2:12][N:13]([CH:16]2[CH2:17][CH2:18][O:19][CH2:20][CH2:21]2)[CH2:14][CH2:15]1 |f:1.2|. Procedure details: A mixture of N-(5-ethenyl-4-fluoro-2-nitrophenyl)-1-(tetrahydro-2H-pyran-4-yl)-4-piperidinamine (D79, 300 mg, 0.86 mmol) and ammonium formate (536 mg, 8.6 mmol) in methanol (50 ml), under argon, was treated with 10% Pd—C, then stirred overnight at room temperature. The mixture was filtered through a celite pad and the solvent evaporated under vacuum. The residue was dissolved in dichloromethane Na2SO4 and concentrated under vacuum to leave 230 mg of title compound as a brown oil (83% yield). The reactants are COc1ccc(Br)cc1C=O, OB(O)c1cccs1, COc1cc(OC)c(-c2cc3ccccc3s2)cc1C=O. The product is COc1ccc(-c2cccs2)cc1C=O. Reaction SMILES: [Br:1][c:2]1[cH:3][cH:4][c:5]([O:10][CH3:11])[c:6]([CH:7]=[O:8])[cH:9]1.[s:12]1[c:13]([B:17]([OH:18])[OH:19])[cH:14][cH:15][cH:16]1.[s:20]1[c:21](-[c:22]2[c:23]([O:24][CH3:25])[cH:26][c:27]([O:28][CH3:29])[c:30]([CH:32]=[O:33])[cH:31]2)[cH:34][c:35]2[cH:36][cH:37][cH:38][cH:39][c:40]12>>[c:2]1(-[c:13]2[s:12][cH:16][cH:15][cH:14]2)[cH:3][cH:4][c:5]([O:10][CH3:11])[c:6]([CH:7]=[O:8])[cH:9]1. Starting materials: compounds 3, CO (MeOH), NC1=NC=CC(=N1)N (2,4-diaminopyrimidine), NC(=N)N (guanidine), Cl (HCl). The reagents and catalysts are [Pd] (Pd), Cl[Pd]Cl (PdCl2). Solvent: CCN(CC)CC (Et3N), CN(C)C=O (DMF), C(C)O (EtOH), CN(C)C=O (DMF). The product is NC=1N=C(C2=C(N1)N=CC(=C2)C#N)N (2,4-Diaminopyrido[2,3-d]pyrimidine-6-carbonitrile). Isolated yield 95.0%. Reaction SMILES: CO.Cl.[NH2:4][C:5]1[N:10]=[C:9]([NH2:11])[CH:8]=[CH:7][N:6]=1.N[C:13]([NH2:15])=N>CN(C=O)C.[Pd].Cl[Pd]Cl.C(O)C.CCN(CC)CC>[NH2:4][C:5]1[N:10]=[C:9]([NH2:11])[C:8]2[CH:9]=[C:8]([C:13]#[N:15])[CH:7]=[N:6][C:7]=2[N:6]=1. Reported procedure: Referring now to Scheme I, compounds 3 and 4 were prepared by reported procedures, which proved to be readily adaptable to large-scale preparations. The reductive dechlorination Steps to give 5 and 6 were done in DMF--MeOH (N,N-dimethylformamide-methyl alcohol) solution containing 5% Pd on BaCO3. This method differs slightly from the reported conversion of 3 to 5, which was done in DMF using PdCl2 with Et3N (triethylamine) serving as the HCl scavenger. Annelation of the 2,4-diaminopyrimidine moi... Starting materials: NC1=CC2=C(C(CCO2)=O)C=C1OC1=CC=CC=C1 (7-amino-2,3-dihydro-6-phenoxy-4H-1-benzopyran-4-one), CS(=O)(=O)Cl (methanesulfonyl chloride). Run in N1=CC=CC=C1 (pyridine). The product is CS(=O)(=O)NC1=CC2=C(C(CCO2)=O)C=C1OC1=CC=CC=C1 (2,3-dihydro-7-methylsulfonylamino-6-phenoxy-4H-1-benzopyran-4-one). Yield: 81.1%. RXN SMILES: [NH2:1][C:2]1[C:12]([O:13][C:14]2[CH:19]=[CH:18][CH:17]=[CH:16][CH:15]=2)=[CH:11][C:5]2[C:6](=[O:10])[CH2:7][CH2:8][O:9][C:4]=2[CH:3]=1.[CH3:20][S:21](Cl)(=[O:23])=[O:22]>N1C=CC=CC=1>[CH3:20][S:21]([NH:1][C:2]1[C:12]([O:13][C:14]2[CH:15]=[CH:16][CH:17]=[CH:18][CH:19]=2)=[CH:11][C:5]2[C:6](=[O:10])[CH2:7][CH2:8][O:9][C:4]=2[CH:3]=1)(=[O:23])=[O:22]. Procedure: In 200 ml of pyridine was dissolved 25.5 g of 7-amino-2,3-dihydro-6-phenoxy-4H-1-benzopyran-4-one. To the solution being maintained at 20°-25° C. was dropwise added 12.6 g of methanesulfonyl chloride. The mixture was subjected to reaction for 12 hours at the same temperature. The solvent was removed by distillation under reduced pressure. The residue was dissolved in 200 ml of ethyl acetate. The solution was extracted with two 500-ml portions of a 1N aqueous sodium hydroxide solution. The extrac... The product is N#Cc1cccc(CN2CCC(NS(=O)(=O)c3cc4ccc(Cl)nc4s3)C2=O)c1. Reaction SMILES: [Cl:18][c:19]1[cH:20][cH:21][c:22]2[c:23]([n:24]1)[s:25][c:26]([S:28](=[O:29])(=[O:30])[Cl:31])[cH:27]2.[ClH:1].[NH2:2][CH:3]1[C:4](=[O:17])[N:5]([CH2:8][c:9]2[cH:10][c:11]([C:12]#[N:13])[cH:14][cH:15][cH:16]2)[CH2:6][CH2:7]1>>[NH:2]([CH:3]1[C:4](=[O:17])[N:5]([CH2:8][c:9]2[cH:10][c:11]([C:12]#[N:13])[cH:14][cH:15][cH:16]2)[CH2:6][CH2:7]1)[S:28]([c:26]1[s:25][c:23]2[c:22]([cH:21][cH:20][c:19]([Cl:18])[n:24]2)[cH:27]1)(=[O:29])=[O:30]. Starting materials: O=S(=O)(Cl)c1cc2ccc(Cl)nc2s1, Cl, N#Cc1cccc(CN2CCC(N)C2=O)c1. Starting materials: CC(C)([O-])C.[Na+] (sodium tert-butoxide), FC=1C(=C(C=CC1)C(=O)N1[C@@H]2[C@@H](C[C@H]1CC2)NC2=NC=C(N=C2)C(F)(F)F)C2=NC=CC=N2 ((3-fluoro-2-(pyrimidin-2-yl)phenyl)((1S,2R,4R)-2-((5-(trifluoromethyl)pyrazin-2-yl)amino)-7-azabicyclo[2.2.1]heptan-7-yl)methanone), IC (iodomethane). Run in CCOC(=O)C (EtOAc), O (water), CN(C)C=O (DMF). Yields the product FC=1C(=C(C=CC1)C(=O)N1[C@@H]2[C@@H](C[C@H]1CC2)N(C2=NC=C(N=C2)C(F)(F)F)C)C2=NC=CC=N2 ((3-fluoro-2-(pyrimidin-2-yl)phenyl)((1S,2R,4R)-2-(methyl(5-(trifluoromethyl)pyrazin-2-yl)amino)-7-azabicyclo[2.2.1]heptan-7-yl)methanone). Isolated yield 60.5%. As a reaction SMILES: [F:1][C:2]1[C:3]([C:28]2[N:33]=[CH:32][CH:31]=[CH:30][N:29]=2)=[C:4]([C:8]([N:10]2[C@@H:14]3[CH2:15][CH2:16][C@H:11]2[C@H:12]([NH:17][C:18]2[CH:23]=[N:22][C:21]([C:24]([F:27])([F:26])[F:25])=[CH:20][N:19]=2)[CH2:13]3)=[O:9])[CH:5]=[CH:6][CH:7]=1.[CH3:34]C(C)([O-])C.[Na+].IC>CN(C=O)C.CCOC(C)=O.O>[F:1][C:2]1[C:3]([C:28]2[N:29]=[CH:30][CH:31]=[CH:32][N:33]=2)=[C:4]([C:8]([N:10]2[C@@H:14]3[CH2:15][CH2:16][C@H:11]2[C@H:12]([N:17]([CH3:34])[C:18]2[CH:23]=[N:22][C:21]([C:24]([F:25])([F:27])[F:26])=[CH:20][N:19]=2)[CH2:13]3)=[O:9])[CH:5]=[CH:6][CH:7]=1 |f:1.2|. Reported procedure: The title compound of Example 238 (63 mg, 0.14 mmol) was dissolved in DMF (1.4 mL) and then sodium tert-butoxide (15 mg, 0.15 mmol) followed by iodomethane (9 μL, 0.14 mmol) were added. After 15 h at room temperature the reaction mixture was diluted with EtOAc and water was added. The aqueous phase was extracted twice with EtOAc and the combined organic phases were dried over MgSO4, filtered and evaporated. Purification was performed using Agilent prep method X to give the title compound (40 mg,... Reactants: O=C([O-])[O-], CSCCN, CS(=O)(=O)c1ccc(F)cc1, [K+], [K+], CN(C)C=O. The product is CSCCNc1ccc(S(C)(=O)=O)cc1. Reaction SMILES: [C:17](=[O:18])([O-:19])[O-:20].[CH3:12][S:13][CH2:14][CH2:15][NH2:16].[CH3:1][S:2](=[O:3])(=[O:4])[c:5]1[cH:6][cH:7][c:8]([F:11])[cH:9][cH:10]1.[K+:21].[K+:22].[O:23]=[CH:24][N:25]([CH3:26])[CH3:27]>>[CH3:1][S:2](=[O:3])(=[O:4])[c:5]1[cH:6][cH:7][c:8]([NH:16][CH2:15][CH2:14][S:13][CH3:12])[cH:9][cH:10]1. Yields the product C1(=C(C=CC=C1)C(=O)N1CC2CN(CC2C1)C1=NC=C(N=C1C)C)C1=CC=CC=C1 (2-(Biphenyl-2-ylcarbonyl)-5-(3,5-dimethylpyrazin-2-yl)octahydropyrrolo[3,4-c]pyrrole). Procedure details: The title compound was prepared in a manner analogous to Example 15 utilizing Intermediate 17 and 2-chloro-3,5-dimethyl-pyrazine. MS (ESI) mass calcd. for C25H26N4O, 398.50; m/z found, 399.2 [M+H]+. Reaction SMILES: [C:1]1([C:17]2[CH:22]=[CH:21][CH:20]=[CH:19][CH:18]=2)[CH:6]=[CH:5][CH:4]=[CH:3][C:2]=1[C:7]([N:9]1[CH2:16][CH:15]2[CH:11]([CH2:12][NH:13][CH2:14]2)[CH2:10]1)=[O:8].Cl[C:24]1[C:29]([CH3:30])=[N:28][C:27]([CH3:31])=[CH:26][N:25]=1>>[C:1]1([C:17]2[CH:22]=[CH:21][CH:20]=[CH:19][CH:18]=2)[CH:6]=[CH:5][CH:4]=[CH:3][C:2]=1[C:7]([N:9]1[CH2:10][CH:11]2[CH:15]([CH2:14][N:13]([C:24]3[C:29]([CH3:30])=[N:28][C:27]([CH3:31])=[CH:26][N:25]=3)[CH2:12]2)[CH2:16]1)=[O:8]. Starting materials: C1(=C(C=CC=C1)C(=O)N1CC2CNCC2C1)C1=CC=CC=C1 (Biphenyl-2-yl-(hexahydro-pyrrolo[3,4-c]pyrrol-2-yl)-methanone), ClC1=NC=C(N=C1C)C (2-chloro-3,5-dimethyl-pyrazine). Reactants: OC=1C(=C(C2=CC=CC=C2C1N=NC1=CC=C(C=C1)OC)C(=O)N)CCCCOC1=C(C=C(C=C1)C(C)(C)CC)C(C)(C)CC (3-hydroxy-4-(p-methoxyphenylazo)-2-[4'-(2,4-di-t-pentylphenoxy)-n-butyl]-naphthamide), S(=O)([O-])S(=O)[O-].[Na+].[Na+] (sodium dithionite). Run in alcohol, O (water), O (H2O). Product: NC1=C(C(=C(C2=CC=CC=C12)C(=O)N)CCCCOC1=C(C=C(C=C1)C(C)(C)CC)C(C)(C)CC)O (4-Amino-3-hydroxy-2-[4'-(2,4-di-t-pentylphenoxy)-n-butyl]naphthamide). The yield is 59.9%. As a reaction SMILES: [OH:1][C:2]1[C:3]([CH2:25][CH2:26][CH2:27][CH2:28][O:29][C:30]2[CH:35]=[CH:34][C:33]([C:36]([CH2:39][CH3:40])([CH3:38])[CH3:37])=[CH:32][C:31]=2[C:41]([CH2:44][CH3:45])([CH3:43])[CH3:42])=[C:4]([C:22]([NH2:24])=[O:23])[C:5]2[C:10]([C:11]=1[N:12]=NC1C=CC(OC)=CC=1)=[CH:9][CH:8]=[CH:7][CH:6]=2.S(S([O-])=O)([O-])=O.[Na+].[Na+]>O>[NH2:12][C:11]1[C:10]2[C:5](=[CH:6][CH:7]=[CH:8][CH:9]=2)[C:4]([C:22]([NH2:24])=[O:23])=[C:3]([CH2:25][CH2:26][CH2:27][CH2:28][O:29][C:30]2[CH:35]=[CH:34][C:33]([C:36]([CH2:39][CH3:40])([CH3:37])[CH3:38])=[CH:32][C:31]=2[C:41]([CH2:44][CH3:45])([CH3:43])[CH3:42])[C:2]=1[OH:1] |f:1.2.3|. Procedure: To a solution of 21 g (0.034 mole) crude 3-hydroxy-4-(p-methoxyphenylazo)-2-[4'-(2,4-di-t-pentylphenoxy)-n-butyl]-naphthamide in 400 ml alcohol was added a solution of 13.9 g (0.08 mole) 90% sodium dithionite in 75 ml water. The mixture was refluxed for 0.5 hrs, then cooled and diluted with 400 ml H2O. The product was extracted into hexane, crystallized, and was collected and recrystallized from hexane to give 10 g yellow green solid, m.p. 93°-96° C. The reactants are C[C@H]1[C@H](CC2=CC=CC=C12)C(=O)Cl (cis-2,3-dihydro-1-methyl-1H-indene-2-carboxylic acid chloride), ethyl ester, CCOCC (ether), S(O)(O)(=O)=O (sulfuric acid). Product: C[C@H]1[C@H](CC2=CC=CC=C12)C(C)=O (cis-1-(2,3-Dihydro-1-methyl-1H-inden-2-yl)ethanone). Yield: 92.0%. As a reaction SMILES: [CH3:1][C@@H:2]1[C:10]2[C:5](=[CH:6][CH:7]=[CH:8][CH:9]=2)[CH2:4][C@@H:3]1[C:11](Cl)=[O:12].S(=O)(=O)(O)O.[CH3:19]COCC>>[CH3:1][C@@H:2]1[C:10]2[C:5](=[CH:6][CH:7]=[CH:8][CH:9]=2)[CH2:4][C@@H:3]1[C:11](=[O:12])[CH3:19]. Reported procedure: cis-1-(2,3-Dihydro-1-methyl-1H-inden-2-yl)ethanone is prepared by the treatment of cis-2,3-dihydro-1-methyl-1H-indene-2-carboxylic acid chloride with ethoxymagnesiummalonic acid ethyl ester in dry ether and thereafter by the treatment of sulfuric acid according to the publication (Reynolds G. A. and Hauser, C. B., Org. Synth. 30 (1957) 70). The yield is 92%.